Dataset: the Open Reaction Database (ORD), a public repository of structured organic reaction records. Task: describe an organic reaction: reactants, conditions, products, and yield Starting materials: C1(=CC(=CC=C1)N)N (m-phenylenediamine), [N+](=O)([O-])C1=CC=C(C=C1)Cl (p-nitrochlorobenzene), C([O-])([O-])=O.[K+].[K+] (potassium carbonate). Reagents/catalysts: [Cu] (copper). Solvent: CN(C=O)C (dimethylformamide). Run at time 4 day. Yields the product 26, [N+](=O)([O-])C1=CC=C(C=C1)N(C1=CC(=CC=C1)N(C1=CC=C(C=C1)[N+](=O)[O-])C1=CC=C(C=C1)[N+](=O)[O-])C1=CC=C(C=C1)[N+](=O)[O-] (tetrakis(p-nitrophenyl)-1,3-phenylenediamine). RXN SMILES: [C:1]1([NH2:8])[CH:6]=[CH:5][CH:4]=[C:3]([NH2:7])[CH:2]=1.[N+:9]([C:12]1[CH:17]=[CH:16][C:15](Cl)=[CH:14][CH:13]=1)([O-:11])=[O:10].C(=O)([O-])[O-].[K+].[K+]>[Cu].CN(C)C=O>[N+:9]([C:12]1[CH:17]=[CH:16][C:15]([N:7]([C:15]2[CH:16]=[CH:17][C:12]([N+:9]([O-:11])=[O:10])=[CH:13][CH:14]=2)[C:3]2[CH:4]=[CH:5][CH:6]=[C:1]([N:8]([C:15]3[CH:16]=[CH:17][C:12]([N+:9]([O-:11])=[O:10])=[CH:13][CH:14]=3)[C:15]3[CH:16]=[CH:17][C:12]([N+:9]([O-:11])=[O:10])=[CH:13][CH:14]=3)[CH:2]=2)=[CH:14][CH:13]=1)([O-:11])=[O:10] |f:2.3.4|. Reported procedure: 0.1 mole of m-phenylenediamine, 0.5 mole of p-nitrochlorobenzene, 0.24 mole of anhydrous potassium carbonate, and 2 parts by weight of powdery copper in 130 parts of dimethylformamide was refluxed with stirring for 4 days. After the reaction, the reaction mixture was filtered. The filtered matter was washed with dimethyformamide, water, and acetone, and was dried to obtain 26 parts of tetrakis(p-nitrophenyl)-1,3-phenylenediamine of reddish brown color.